This data is from the Open Reaction Database (ORD), a public repository of structured organic reaction records. The task is: describe an organic reaction: reactants, conditions, products, and yield Reactants: CI, Cc1cc(CN(C)C)cc(C)c1O, C1COCCO1. The product is Cc1cc(C[N+](C)(C)C)cc(C)c1O, [I-]. RXN SMILES: [CH3:14][I:15].[CH3:1][N:2]([CH2:3][c:4]1[cH:5][c:6]([CH3:12])[c:7]([OH:11])[c:8]([CH3:10])[cH:9]1)[CH3:13].[O:16]1[CH2:17][CH2:18][O:19][CH2:20][CH2:21]1>>[CH3:1][N+:2]([CH2:3][c:4]1[cH:5][c:6]([CH3:12])[c:7]([OH:11])[c:8]([CH3:10])[cH:9]1)([CH3:13])[CH3:14].[I-:15]. The reactants are OCCN1CCN(CC1)CC(=O)NC=1C(=NC(=CC1Br)C)Br (2-[4-(2-Hydroxyethyl)piperazin-1-yl]-N-[2,4-dibromo-6-methyl-3-pyridyl]acetamide), N1CCCC1 (pyrrolidine). Yields the product OCCN1CCN(CC1)CC(=O)NC=1C(=NC(=CC1N1CCCC1)C)N1CCCC1 (2-[4-(2-hydroxyethyl)piperazin-1-yl]-N-[2,4-bis(pyrrolidin-1-yl)-6-methyl-3-pyridyl]acetamide). As a reaction SMILES: [OH:1][CH2:2][CH2:3][N:4]1[CH2:9][CH2:8][N:7]([CH2:10][C:11]([NH:13][C:14]2[C:15](Br)=[N:16][C:17]([CH3:21])=[CH:18][C:19]=2Br)=[O:12])[CH2:6][CH2:5]1.[NH:23]1[CH2:27][CH2:26][CH2:25][CH2:24]1>>[OH:1][CH2:2][CH2:3][N:4]1[CH2:9][CH2:8][N:7]([CH2:10][C:11]([NH:13][C:14]2[C:15]([N:23]3[CH2:27][CH2:26][CH2:25][CH2:24]3)=[N:16][C:17]([CH3:21])=[CH:18][C:19]=2[N:23]2[CH2:27][CH2:26][CH2:25][CH2:24]2)=[O:12])[CH2:6][CH2:5]1. Procedure details: 2-[4-(2-Hydroxyethyl)piperazin-1-yl]-N-[2,4-dibromo-6-methyl-3-pyridyl]acetamide (1.00 g, 2.29 mmol) was dissolved in pyrrolidine (10 mL), and the solution was subjected to reflux for 4 days. The reaction mixture was concentrated under reduced pressure, and the residue was subjected to separation through silica gel column chromatography (developer: hexane:acetone=2:1), to thereby yield a crude product of 2-[4-(2-hydroxyethyl)piperazin-1-yl]-N-[2,4-bis(pyrrolidin-1-yl)-6-methyl-3-pyridyl]acetamid... Reactants: C(C)(C)C1=CC=C(CCl)C=C1 (4-isopropylbenzyl chloride), N1CCNCC1 (piperazine). Run in C1CCOC1 (THF). Yields the product C(C)(C)C1=CC=C(CN2CCNCC2)C=C1 (1-(4-isopropylbenzyl)piperazine). As a reaction SMILES: [CH:1]([C:4]1[CH:11]=[CH:10][C:7]([CH2:8]Cl)=[CH:6][CH:5]=1)([CH3:3])[CH3:2].[NH:12]1[CH2:17][CH2:16][NH:15][CH2:14][CH2:13]1>C1COCC1>[CH:1]([C:4]1[CH:11]=[CH:10][C:7]([CH2:8][N:12]2[CH2:17][CH2:16][NH:15][CH2:14][CH2:13]2)=[CH:6][CH:5]=1)([CH3:3])[CH3:2]. Procedure details: Synthesized according to General Procedure A: 4-isopropylbenzyl chloride (4{19}, 5 g, 29.6 mmol, 1 equiv.), piperazine (15.3 g, 177.9 mmol, 6 equiv.), THF (64.9 mL). Purification with flash column chromatography on silica gel (4:1 EtOAc:MeOH) afforded 5{19} (5.82 g, 90%) as a white solid. 1H-NMR (500 MHz, CDCl3): δ 7.21 (d, 2H, J=8.0 Hz), 7.14 (d, 2H, J=8.0 Hz), 4.15 (q, 2H, J=7.0 Hz), 3.43 (s, 2H), 2.89-2.84 (m, 5H), 2.39 (br s, 4H), 2.25 (br s, 1H), 1.22 (d, 6H, J=6.5 Hz). 13C-NMR (125 MHz, CD... Solvent: CO (methanol), [OH-].[K+] (KOH). Isolated yield 61.0%. As a reaction SMILES: [CH:1]1([C:7]2[CH:21]=[CH:20][C:10]([C:11]([CH2:13][CH2:14][C:15]([O:17]CC)=[O:16])=[O:12])=[CH:9][CH:8]=2)[CH2:6][CH2:5][CH2:4][CH2:3][CH2:2]1.O.Cl>CO.[OH-].[K+]>[CH:1]1([C:7]2[CH:8]=[CH:9][C:10]([C:11]([CH2:13][CH2:14][C:15]([OH:17])=[O:16])=[O:12])=[CH:20][CH:21]=2)[CH2:2][CH2:3][CH2:4][CH2:5][CH2:6]1 |f:4.5|. The reactants are C1(CCCCC1)C1=CC=C(C(=O)CCC(=O)OCC)C=C1 (ethyl 3-(4-cyclohexylbenzoyl)propionate), Cl (hydrochloric acid), O (water). Product: C1(CCCCC1)C1=CC=C(C(=O)CCC(=O)O)C=C1 (3-(4-cyclohexylbenzoyl)propionic acid). Reaction conditions: time 1.5 hour. Reported procedure: To a solution of ethyl 3-(4-cyclohexylbenzoyl)propionate (19.6 g) in methanol (150 ml), 2N KOH (102 ml) was added, followed by stirring at room temperature for 1.5 hours. The reaction mixture was poured into water (200 ml), acidified with concentrated hydrochloric acid, and extracted with ethyl acetate. The ethyl acetate layer was washed with water and dried (MgSO4), after which the solvent was evaporated off, to yield 3-(4-cyclohexylbenzoyl)propionic acid (10.8 g, 61%), which was then recrystal... Starting materials: NC1=NC=CC(=C1)C(CCCC)CCCC (2-amino-4-(5-nonyl)pyridine), CCCCC(CCCC)C1=CC=NC=C1 (4-(5-nonyl)pyridine), [NH2-].[Na+] (sodamide). Product: CCCCC(CCCC)C1=CC(=NC=C1)C1=NC=CC(=C1)C(CCCC)CCCC (4,4'-di-(5-nonyl)-2,2'-bipyridyl). RXN SMILES: N[C:2]1[CH:7]=[C:6]([CH:8]([CH2:13][CH2:14][CH2:15][CH3:16])[CH2:9][CH2:10][CH2:11][CH3:12])[CH:5]=[CH:4][N:3]=1.[CH3:17][CH2:18][CH2:19][CH2:20][CH:21]([C:26]1[CH:31]=[CH:30][N:29]=[CH:28][CH:27]=1)[CH2:22][CH2:23][CH2:24][CH3:25].[NH2-].[Na+]>>[CH3:12][CH2:11][CH2:10][CH2:9][CH:8]([C:6]1[CH:5]=[CH:4][N:3]=[C:2]([C:28]2[CH:27]=[C:26]([CH:21]([CH2:22][CH2:23][CH2:24][CH3:25])[CH2:20][CH2:19][CH2:18][CH3:17])[CH:31]=[CH:30][N:29]=2)[CH:7]=1)[CH2:13][CH2:14][CH2:15][CH3:16] |f:2.3|. Reported procedure: A mixture of 50.7 g (1.3 moles) of sodamide preformed in situ as in Example 1, 350 cc of xylene containing 0.1 cc of oleic acid, and 205 g (1 mole) of 4-(5-nonyl)pyridine was placed in a Magne Drive such as the one described in Example 2. The autoclave was closed and purged of air with nitrogen, pressurized to 10 psig with ammonia and 200 psig with nitrogen. The pressure relief valve was set at 350 psig. The mixture was heated to 173° C. at which temperature amination began. The temperature was ... Starting materials: FC1=C2C(=CN(C2=CC=C1)C)C(C(=O)Cl)=O ((4-fluoro-1-methyl-1H-indol-3-yl)-oxo-acetyl chloride), Cl.C(C)(C)OC(CC1=CN(C2=CC(=CC=C12)[N+](=O)[O-])C)=N (2-(1-methyl-6-nitro-1H-indol-3-yl)-acetimidic acid isopropyl ester hydrochloride). As a reaction SMILES: [F:1][C:2]1[CH:10]=[CH:9][CH:8]=[C:7]2[C:3]=1[C:4]([C:12](=O)[C:13](Cl)=[O:14])=[CH:5][N:6]2[CH3:11].Cl.C([O:21][C:22](=[NH:37])[CH2:23][C:24]1[C:32]2[C:27](=[CH:28][C:29]([N+:33]([O-:35])=[O:34])=[CH:30][CH:31]=2)[N:26]([CH3:36])[CH:25]=1)(C)C>>[F:1][C:2]1[CH:10]=[CH:9][CH:8]=[C:7]2[C:3]=1[C:4]([C:12]1[C:13](=[O:14])[NH:37][C:22](=[O:21])[C:23]=1[C:24]1[C:32]3[C:27](=[CH:28][C:29]([N+:33]([O-:35])=[O:34])=[CH:30][CH:31]=3)[N:26]([CH3:36])[CH:25]=1)=[CH:5][N:6]2[CH3:11] |f:1.2|. Product: FC1=C2C(=CN(C2=CC=C1)C)C=1C(NC(C1C1=CN(C2=CC(=CC=C12)[N+](=O)[O-])C)=O)=O (3-(4-Fluoro-1-methyl-1H-indol-3-yl)-4-(1-methyl-6-nitro-1H-indol-3-yl)-pyrrole-2,5-dione). Reported procedure: 3-(4-Fluoro-1-methyl-1H-indol-3-yl)-4-(1-methyl-6-nitro-1H-indol-3-yl)-pyrrole-2,5-dione was prepared from (4-fluoro-1-methyl-1H-indol-3-yl)-oxo-acetyl chloride and 2-(1-methyl-6-nitro-1H-indol-3-yl)-acetimidic acid isopropyl ester hydrochloride. Starting materials: ClCCCBr, O=C([O-])[O-], CCCC[N+](CCCC)(CCCC)CCCC, COC(=O)C1Sc2cc(OC)ccc2OCC1=O, CC#N, [I-], [I-], [K+], [K+], [K+]. Yields the product COC(=O)C1(CCCCl)Sc2cc(OC)ccc2OCC1=O. Reaction SMILES: [Br:19][CH2:20][CH2:21][CH2:22][Cl:23].[C:24](=[O:25])([O-:26])[O-:27].[CH2:33]([N+:34]([CH2:35][CH2:36][CH2:37][CH3:38])([CH2:39][CH2:40][CH2:41][CH3:42])[CH2:43][CH2:44][CH2:45][CH3:46])[CH2:47][CH2:48][CH3:49].[CH3:1][O:2][c:3]1[cH:4][cH:5][c:6]2[c:7]([cH:18]1)[S:8][CH:9]([C:14](=[O:15])[O:16][CH3:17])[C:10](=[O:13])[CH2:11][O:12]2.[CH3:50][C:51]#[N:52].[I-:31].[I-:32].[K+:28].[K+:29].[K+:30]>>[CH3:1][O:2][c:3]1[cH:4][cH:5][c:6]2[c:7]([cH:18]1)[S:8][C:9]([C:14](=[O:15])[O:16][CH3:17])([CH2:20][CH2:21][CH2:22][Cl:23])[C:10](=[O:13])[CH2:11][O:12]2. Starting materials: NC1=NC(=C(C(N1)=O)C=1C=NC(=CC1)OC)C1=CC(=CC=C1)F (2-amino-6-(3-fluorophenyl)-5-(6-methoxy-3-pyridyl)-3,4-dihydro-4-pyrimidinone), [H-].[Na+] (sodium hydride), IC (iodomethane). Run in CN(C=O)C (N,N-dimethylformamide). Reaction conditions: time 10 minute. Product: NC1=NC(=C(C(N1C)=O)C=1C=NC(=CC1)OC)C1=CC(=CC=C1)F (2-Amino-6-(3-fluorophenyl)-5-(6-methoxy-3-pyridyl)-3-methyl-3,4-dihydro-4-pyrimidinone). The yield is 57.5%. RXN SMILES: [NH2:1][C:2]1[NH:7][C:6](=[O:8])[C:5]([C:9]2[CH:10]=[N:11][C:12]([O:15][CH3:16])=[CH:13][CH:14]=2)=[C:4]([C:17]2[CH:22]=[CH:21][CH:20]=[C:19]([F:23])[CH:18]=2)[N:3]=1.[H-].[Na+].I[CH3:27]>CN(C)C=O>[NH2:1][C:2]1[N:7]([CH3:27])[C:6](=[O:8])[C:5]([C:9]2[CH:10]=[N:11][C:12]([O:15][CH3:16])=[CH:13][CH:14]=2)=[C:4]([C:17]2[CH:22]=[CH:21][CH:20]=[C:19]([F:23])[CH:18]=2)[N:3]=1 |f:1.2|. Reported procedure: To a solution of 2-amino-6-(3-fluorophenyl)-5-(6-methoxy-3-pyridyl)-3,4-dihydro-4-pyrimidinone (1.0 g, 3.2 mmol) in N,N-dimethylformamide (3 mL) was added sodium hydride (77 mg, 3.2 mmol). After stirring for 10 minutes, iodomethane (454 mg, 0.2 mL, 3.2 mmol) was added thereto, and the mixture was stirred at room temperature for 2 hours. After removing the solvent from the reaction mixture, the residue was washed with water, to give the title compound (600 mg). The reactants are O=C1C[C@@H](CC1)C(=O)OCC1=CC=CC=C1 ((R)-benzyl 3-oxocyclopentanecarboxylate), FC=1C=C(C=CC1)N1CCNCC1 (1-(3-fluorophenyl)piperazine), FC=1C=C(C=CC1)N1CCNCC1 (1-(3-fluorophenyl)piperazine), C(C)(=O)O (acetic acid), C(C)(=O)O[BH-](OC(C)=O)OC(C)=O.[Na+] (Sodium triacetoxy borohydride), C([O-])(O)=O.[Na+] (sodium bicarbonate). The solvent is ClCCCl (1,2-dichloroethane). Conditions: temperature 25 celsius, time 24 hour. Yields the product FC=1C=C(C=CC1)N1CCN(CC1)[C@@H]1C[C@@H](CC1)C(=O)OCC1=CC=CC=C1 ((1R,3S)-benzyl 3-(4-(3-fluorophenyl)piperazin-1-yl)cyclopentanecarboxylate). Reaction SMILES: O=[C:2]1[CH2:6][CH2:5][C@@H:4]([C:7]([O:9][CH2:10][C:11]2[CH:16]=[CH:15][CH:14]=[CH:13][CH:12]=2)=[O:8])[CH2:3]1.[F:17][C:18]1[CH:19]=[C:20]([N:24]2[CH2:29][CH2:28][NH:27][CH2:26][CH2:25]2)[CH:21]=[CH:22][CH:23]=1.C(O)(=O)C.C(O[BH-](OC(=O)C)OC(=O)C)(=O)C.[Na+].C(=O)(O)[O-].[Na+]>ClCCCl>[F:17][C:18]1[CH:19]=[C:20]([N:24]2[CH2:29][CH2:28][N:27]([C@H:2]3[CH2:6][CH2:5][C@@H:4]([C:7]([O:9][CH2:10][C:11]4[CH:16]=[CH:15][CH:14]=[CH:13][CH:12]=4)=[O:8])[CH2:3]3)[CH2:26][CH2:25]2)[CH:21]=[CH:22][CH:23]=1 |f:3.4,5.6|. Procedure: To a solution of (R)-benzyl 3-oxocyclopentanecarboxylate (1.5 g, 6.87 mmol), 1-(3-fluorophenyl)piperazine (1.36 g, 7.56 mmol) in 1,2-dichloroethane (25 ml) were added 1-(3-fluorophenyl)piperazine (1.36 g, 7.56 mmol), glacial acetic acid (0.4 ml, 6.87 mmol) and Sodium triacetoxy borohydride (2.18 g, 10.31 mmol). The mixture was stirred at 25° C. for 24 h before removal of the solvent. The residue was treated with saturated sodium bicarbonate, extracted with ethyl acetate and washed with brine. Th... The reactants are CCO, COC(=O)c1cc(N)cn1C, Clc1ncc(Cl)c(Cl)n1, Cl, [Na+], [Na+], O=C([O-])[O-]. The product is COC(=O)c1cc(Nc2nc(Cl)ncc2Cl)cn1C. RXN SMILES: [CH3:28][CH2:29][OH:30].[CH3:2][O:3][C:4](=[O:5])[c:6]1[n:7]([CH3:12])[cH:8][c:9]([NH2:11])[cH:10]1.[Cl:13][c:14]1[n:15][cH:16][c:17]([Cl:21])[c:18]([Cl:20])[n:19]1.[ClH:1].[Na+:22].[Na+:23].[O-:24][C:25](=[O:26])[O-:27]>>[CH3:2][O:3][C:4](=[O:5])[c:6]1[n:7]([CH3:12])[cH:8][c:9]([NH:11][c:18]2[c:17]([Cl:21])[cH:16][n:15][c:14]([Cl:13])[n:19]2)[cH:10]1.